From a dataset of the Open Reaction Database (ORD), a public repository of structured organic reaction records. describe an organic reaction: reactants, conditions, products, and yield The reactants are CC(C)(C)c1cc(NC(=O)Oc2ccccc2)no1, C1CCOC1, Nc1ccc(-c2cn3c(n2)sc2cc(OCCCl)ccc23)cc1. Product: CC(C)(C)c1cc(NC(=O)Nc2ccc(-c3cn4c(n3)sc3cc(OCCCl)ccc34)cc2)no1. Reaction SMILES: [C:24]([CH3:25])([CH3:26])([CH3:27])[c:28]1[cH:29][c:30]([NH:33][C:34]([O:35][c:37]2[cH:38][cH:39][cH:40][cH:41][cH:42]2)=[O:36])[n:31][o:32]1.[CH2:43]1[O:44][CH2:45][CH2:46][CH2:47]1.[Cl:1][CH2:2][CH2:3][O:4][c:5]1[cH:6][c:7]2[c:8]([n:9]3[c:10]([s:11]2)[n:12][c:13](-[c:15]2[cH:16][cH:17][c:18]([NH2:21])[cH:19][cH:20]2)[cH:14]3)[cH:22][cH:23]1>>[Cl:1][CH2:2][CH2:3][O:4][c:5]1[cH:6][c:7]2[c:8]([n:9]3[c:10]([s:11]2)[n:12][c:13](-[c:15]2[cH:16][cH:17][c:18]([NH:21][C:34]([NH:33][c:30]4[cH:29][c:28]([C:24]([CH3:25])([CH3:26])[CH3:27])[o:32][n:31]4)=[O:35])[cH:19][cH:20]2)[cH:14]3)[cH:22][cH:23]1.